This data is from the Open Reaction Database (ORD), a public repository of structured organic reaction records. The task is: describe an organic reaction: reactants, conditions, products, and yield The reactants are CC(C)(C)OC(=O)N1CCN(CCCC2CN(Cc3ccccc3)CCO2)CC1, ClCCl, O=C(O)C(F)(F)F. Yields the product c1ccc(CN2CCOC(CCCN3CCNCC3)C2)cc1. Reaction SMILES: [CH2:1]([c:2]1[cH:3][cH:4][cH:5][cH:6][cH:7]1)[N:8]1[CH2:9][CH:10]([CH2:14][CH2:15][CH2:16][N:17]2[CH2:18][CH2:19][N:20]([C:23]([O:24][C:25]([CH3:26])([CH3:27])[CH3:28])=[O:29])[CH2:21][CH2:22]2)[O:11][CH2:12][CH2:13]1.[Cl:37][CH2:38][Cl:39].[OH:30][C:31]([C:32]([F:33])([F:34])[F:35])=[O:36]>>[CH2:1]([c:2]1[cH:3][cH:4][cH:5][cH:6][cH:7]1)[N:8]1[CH2:9][CH:10]([CH2:14][CH2:15][CH2:16][N:17]2[CH2:18][CH2:19][NH:20][CH2:21][CH2:22]2)[O:11][CH2:12][CH2:13]1. Reactants: CS(=O)(=O)N1C[C@H](CCC1)NC1=NC(=NC=C1C=1N=C2C(=NC1)N(C=C2)COCC[Si](C)(C)C)S(=O)(=O)C (((S)-1-methanesulfonyl-piperidin-3-yl)-{2-methanesulfonyl-5-[5-(2-trimethylsilanyl-ethoxymethyl)-5H-pyrrolo[2,3-b]pyrazin-2-yl]-pyrimidin-4-yl}-amine), N1C[C@H](CC1)O ((S)-pyrrolidin-3-ol), CS(=O)(=O)C (methylsulfone). Run in O1CCOCC1 (dioxane). Yields the product CS(=O)(=O)N1C[C@H](CCC1)NC1=NC(=NC=C1C=1N=C2C(=NC1)NC=C2)N2C[C@@H](CC2)O ((R)-1-[4-((S)-1-methanesulfonyl-piperidin-3-ylamino)-5-(5H-pyrrolo[2,3-b]pyrazin-2-yl)-pyrimidin-2-yl]-pyrrolidin-3-ol). RXN SMILES: [CH3:1][S:2]([N:5]1[CH2:10][CH2:9][CH2:8][C@H:7]([NH:11][C:12]2[C:17]([C:18]3[N:19]=[C:20]4[CH:26]=[CH:25][N:24](COCC[Si](C)(C)C)[C:21]4=[N:22][CH:23]=3)=[CH:16][N:15]=[C:14](S(C)(=O)=O)[N:13]=2)[CH2:6]1)(=[O:4])=[O:3].[NH:39]1[CH2:43][CH2:42][C@H:41]([OH:44])[CH2:40]1.CS(C)(=O)=O>O1CCOCC1>[CH3:1][S:2]([N:5]1[CH2:10][CH2:9][CH2:8][C@H:7]([NH:11][C:12]2[C:17]([C:18]3[N:19]=[C:20]4[CH:26]=[CH:25][NH:24][C:21]4=[N:22][CH:23]=3)=[CH:16][N:15]=[C:14]([N:39]3[CH2:43][CH2:42][C@@H:41]([OH:44])[CH2:40]3)[N:13]=2)[CH2:6]1)(=[O:3])=[O:4]. Reported procedure: In a dioxane solution of ((S)-1-methanesulfonyl-piperidin-3-yl)-{2-methanesulfonyl-5-[5-(2-trimethylsilanyl-ethoxymethyl)-5H-pyrrolo[2,3-b]pyrazin-2-yl]-pyrimidin-4-yl}-amine derived from Example 84, step 1, (S)-pyrrolidin-3-ol was used to displace the methylsulfone similar to examples above and the de-protection step was similar to step 5, Example 76, to give (R)-1-[4-((S)-1-methanesulfonyl-piperidin-3-ylamino)-5-(5H-pyrrolo[2,3-b]pyrazin-2-yl)-pyrimidin-2-yl]-pyrrolidin-3-ol. MS: (ES+): 459 Reactants: CC(=O)C1=CC(=CC=C1)OC (3-methoxyacetophenone), [N+](=O)(O)[O-] (nitric acid). Run in O (water). Run at time 17 hour. The product is CC(=O)C1=C(C(=CC=C1)OC)[N+](=O)[O-] (3-methoxy-2-nitroacetophenone). As a reaction SMILES: [CH3:1][C:2]([C:4]1[CH:9]=[CH:8][CH:7]=[C:6]([O:10][CH3:11])[CH:5]=1)=[O:3].[N+:12]([O-])([OH:14])=[O:13]>O>[CH3:1][C:2]([C:4]1[CH:9]=[CH:8][CH:7]=[C:6]([O:10][CH3:11])[C:5]=1[N+:12]([O-:14])=[O:13])=[O:3]. Reported procedure: 50.0 g of 3-methoxyacetophenone was added slowly, drop-by-drop, to 250 ml of 70% nitric acid at room temperature. The mixture was allowed to stand for 17 hours, warmed and held at 40° C. for 1 hour, cooled and diluted to three times its volume with water. The resulting mixture was extracted with ethyl acetate. The extract was washed with water, then with saturated sodium chloride solution, dried (Na2SO4) and the solvent was evaporated. The residue was dissolved in ethyl acetate, hexane was added... Starting materials: B, CO, CCCCCC, O=C(O)Cc1ccc2c(c1)C(=O)c1ccccc1CO2, C1CCOC1, O. Product: O=C1c2ccccc2COc2ccc(CCO)cc21. Reaction SMILES: [BH3:21].[CH3:22][OH:23].[CH3:24][CH2:25][CH2:26][CH2:27][CH2:28][CH3:29].[O:1]=[C:2]1[c:3]2[c:4]([cH:13][cH:14][c:15]([CH2:17][C:18](=[O:19])[OH:20])[cH:16]2)[O:5][CH2:6][c:7]2[c:8]1[cH:9][cH:10][cH:11][cH:12]2.[O:30]1[CH2:31][CH2:32][CH2:33][CH2:34]1.[OH2:35]>>[O:1]=[C:2]1[c:3]2[c:4]([cH:13][cH:14][c:15]([CH2:17][CH2:18][OH:19])[cH:16]2)[O:5][CH2:6][c:7]2[c:8]1[cH:9][cH:10][cH:11][cH:12]2. The reactants are CC(=O)OCC1=C(N2[C@@H]([C@@H](C2=O)N)SC1)C(=O)O (7-amino-cephalosporanic acid), B(F)(F)F (boron trifluoride), C(C)(C)O (isopropanol). Run in C(C)N(CC)CC (triethylamine). Yields the product C(C)(C)OCC=1CS[C@H]2N(C1C(=O)O)C(C2N)=O (3-isopropoxymethyl-7-amino-ceph-3-eme-4-carboxylic acid). Reaction SMILES: [CH3:1][C:2]([O:4][CH2:5][C:6]1[CH2:15][S:14][C@@H:9]2[C@H:10]([NH2:13])[C:11](=[O:12])[N:8]2[C:7]=1[C:16]([OH:18])=[O:17])=O.B(F)(F)F.[CH:23](O)(C)C>C(N(CC)CC)C>[CH:2]([O:4][CH2:5][C:6]1[CH2:15][S:14][C@@H:9]2[CH:10]([NH2:13])[C:11](=[O:12])[N:8]2[C:7]=1[C:16]([OH:18])=[O:17])([CH3:23])[CH3:1]. Procedure: Using the procedure of Step A of Example 8, 27.2 g of 7-amino-cephalosporanic acid, 170 ml of the etherate of boron trifluoride, 134 ml of isopropanol and 125 ml of triethylamine were reacted to obtain 16.25 g of raw product which was purified by two successive treatments with hot hydrochloric acid and ammonium hydroxide to obtain 5.8 g of 3-isopropoxymethyl-7-amino-ceph-3-eme-4-carboxylic acid. The reactants are N1C=C(C2=CC=CC=C12)C=O (indole-3-carbaldehyde), C1=CC=C(C=C1)CCBr (2-phenethyl bromide). Yields the product C(CC1=CC=CC=C1)N1C=C(C2=CC=CC=C12)C=O (1-phenethylindole-3-carbaldehyde). The yield is 105.5%. As a reaction SMILES: [NH:1]1[C:9]2[C:4](=[CH:5][CH:6]=[CH:7][CH:8]=2)[C:3]([CH:10]=[O:11])=[CH:2]1.[CH:12]1[CH:17]=[CH:16][C:15]([CH2:18][CH2:19]Br)=[CH:14][CH:13]=1>>[CH2:19]([N:1]1[C:9]2[C:4](=[CH:5][CH:6]=[CH:7][CH:8]=2)[C:3]([CH:10]=[O:11])=[CH:2]1)[CH2:18][C:15]1[CH:16]=[CH:17][CH:12]=[CH:13][CH:14]=1. Procedure details: The same procedures used in Example 7 were repeated except for using 2.00 g of indole-3-carbaldehyde instead of the indole-4-carbaldehyde used in Example 7 and 2.35 g of 2-phenethyl bromide to give 3.34 g of 1-phenethylindole-3-carbaldehyde as a brown oily substance. The yield thereof was found to be 97%. The product is ClC=1C=C(C=CC1OCC1OC1)CCC(=O)C1=C2C[C@@H]3[C@H](C2=C(S1)C)C3(C)C (3-(3-chloro-4-oxiranylmethoxy-phenyl)-1-((1aS,5aR)1,1,2-trimethyl-1,1a,5,5a-tetrahydro-3-thia-cyclopropa[a]pentalen-4-yl)-propan-1-one). Isolated yield 24.3%. Starting materials: ClC=1C=C(C=CC1O)CCC(=O)C1=C2C[C@@H]3[C@H](C2=C(S1)C)C3(C)C (3-(3-chloro-4-hydroxy-phenyl)-1-((1aS,5aR)-1,1,2-trimethyl-1,1a,5,5a-tetrahydro-3-thia-cyclopropa[a]pentalen-4-yl)-propan-1-one), ClC=1C=C(C=CC1O)CCC(=O)C1=C2C[C@@H]3[C@H](C2=C(S1)C)C3(C)C (3-(3-chloro-4-hydroxy-phenyl)-1-((1aS,5aR)-1,1,2-trimethyl-1,1a,5,5a-tetrahydro-3-thia-cyclopropa[a]pentalen-4-yl)-propan-1-one), C(Cl)C1CO1 (epichlorohydrine). As a reaction SMILES: [Cl:1][C:2]1[CH:3]=[C:4]([CH2:9][CH2:10][C:11]([C:13]2[S:20][C:19]([CH3:21])=[C:18]3[C:14]=2[CH2:15][C@H:16]2[C:22]([CH3:24])([CH3:23])[C@H:17]23)=[O:12])[CH:5]=[CH:6][C:7]=1[OH:8].[CH2:25]([CH:27]1[O:29][CH2:28]1)Cl>C(O)(C)C.[OH-].[Na+].C(O)(=O)C>[Cl:1][C:2]1[CH:3]=[C:4]([CH2:9][CH2:10][C:11]([C:13]2[S:20][C:19]([CH3:21])=[C:18]3[C:14]=2[CH2:15][C@H:16]2[C:22]([CH3:24])([CH3:23])[C@H:17]23)=[O:12])[CH:5]=[CH:6][C:7]=1[O:8][CH2:25][CH:27]1[CH2:28][O:29]1 |f:3.4|. Procedure details: A solution of 3-(3-chloro-4-hydroxy-phenyl)-1-((1aS,5aR)-1,1,2-trimethyl-1,1a,5,5a-tetrahydro-3-thia-cyclopropa[a]pentalen-4-yl)-propan-1-one (139 mg, 0.385 mmol, Intermediate 6) in isopropanol (4 mL) and 3 N aq. NaOH (1.7 mL) is treated with epichlorohydrine (110 mg, 1.16 mmol). The reaction mixture is stirred at rt for 18 h. The mixture is diluted with acetic acid (0.3 mL) and the solvent is removed under reduced pressure. The residue is purified by prep. HPLC (Waters Xterra MS18, 75×30 mm ID,... The solvent is C(C)(C)O (isopropanol), [OH-].[Na+] (NaOH), C(C)(=O)O (acetic acid). Conditions: time 18 hour.